Dataset: the Open Reaction Database (ORD), a public repository of structured organic reaction records. Task: describe an organic reaction: reactants, conditions, products, and yield The reactants are CC1=NC(=NC(=C1)C)NC(=O)NS(=O)(=O)C1=C(C=CC=C1)[N+](=O)[O-] (N-[(4,6-dimethylpyrimidin-2-yl)aminocarbonyl]-2-nitrobenzenesulfonamide), [H][H] (hydrogen). Reagents/catalysts: [Pd] (palladium on carbon). The solvent is C(C)O (ethanol). Conditions: time 1 hour. The product is NC1=C(C=CC=C1)S(=O)(=O)NC(=O)NC1=NC(=CC(=N1)C)C (2-Amino-N-[(4,6-dimethylpyrimidin-2-yl)aminocarbonyl]-benzenesulfonamide). Reaction SMILES: [CH3:1][C:2]1[CH:7]=[C:6]([CH3:8])[N:5]=[C:4]([NH:9][C:10]([NH:12][S:13]([C:16]2[CH:21]=[CH:20][CH:19]=[CH:18][C:17]=2[N+:22]([O-])=O)(=[O:15])=[O:14])=[O:11])[N:3]=1.[H][H]>[Pd].C(O)C>[NH2:22][C:17]1[CH:18]=[CH:19][CH:20]=[CH:21][C:16]=1[S:13]([NH:12][C:10]([NH:9][C:4]1[N:3]=[C:2]([CH3:1])[CH:7]=[C:6]([CH3:8])[N:5]=1)=[O:11])(=[O:14])=[O:15]. Reported procedure: A suspension containing 1 g of N-[(4,6-dimethylpyrimidin-2-yl)aminocarbonyl]-2-nitrobenzenesulfonamide, 0.2 g of 5% palladium on carbon and 50 ml of ethanol was shaken in a Paar apparatus under 40 p.s.i.g. hydrogen at ambient temperature. After one hour, the reaction mixture was filtered and the solids thereby recovered, which contained catalyst and desired product, was stirred with 10% aqueous sodium hydroxide. Filtration of that mixture and acidification of the filtrate with hydrochloric acid ... RXN SMILES: [H][H].[C:3]1([CH3:9])[CH:8]=[CH:7][CH:6]=[CH:5][CH:4]=1.C(O)C.Cl.[S:14](=O)(=[O:17])([OH:16])[OH:15]>[Ni].[Pd].C(O)=O>[C:3]1([CH3:9])[CH:8]=[CH:7][C:6]([S:14]([OH:17])(=[O:16])=[O:15])=[CH:5][CH:4]=1 |f:1.2|. Procedure: That is to say, 2-(1,3-dioxane-2-yl)ethyltriphenylphosphonium halide 12 and an aldehyde derivative 11 are subjected to a Wittig reaction in the presence of a base such as sodium methylate, potassium-t-butoxide (t-BuOK) or butyl lithium in an ether solvent such as tetrahydrofuran (abbreviated to as “THF”) or diethyl ether to obtain a compound 13. Next, the hydrogen reduction of the compound 13 is carried out in the presence of a metal catalyst such as palladium/carbon or a Raney nickel in a mixed... Run in C(=O)O (formic acid). The reactants are C1(=CC=CC=C1)C.C(C)O (toluene ethanol), Cl (hydrochloric acid), S(O)(O)(=O)=O (sulfuric acid), [H][H] (hydrogen), compound 13. Reagents/catalysts: [Pd] (palladium/carbon), [Ni] (Raney nickel). The product is C1(=CC=C(C=C1)S(=O)(=O)O)C (p-toluenesulfonic acid), aldehyde. The reactants are [N+](=O)([O-])[O-].[Mg+2].[N+](=O)([O-])[O-] (magnesium nitrate), [N+](=O)(O)[O-] (nitric acid), O.O.O.O.O.O.O.O.O.[N+](=O)([O-])[O-].[Al+3].[N+](=O)([O-])[O-].[N+](=O)([O-])[O-] (aluminum nitrate nonahydrate). The solvent is O (water). The product is [N+](=O)([O-])[O-].[Al+3].[N+](=O)([O-])[O-].[N+](=O)([O-])[O-] (aluminum nitrate), [N+](=O)([O-])[O-].[Mg+2].[N+](=O)([O-])[O-] (magnesium nitrate). RXN SMILES: [N+:1]([O-:4])([O-:3])=[O:2].[Mg+2:5].[N+:6]([O-:9])([O-:8])=[O:7].[N+:10]([O-:13])([OH:12])=[O:11].O.O.O.O.O.O.O.O.O.[N+:23]([O-:26])([O-:25])=[O:24].[Al+3:27].[N+:28]([O-:31])([O-:30])=[O:29].[N+]([O-])([O-])=O>O>[N+:1]([O-:4])([O-:3])=[O:2].[Al+3:27].[N+:6]([O-:9])([O-:8])=[O:7].[N+:10]([O-:13])([O-:12])=[O:11].[N+:23]([O-:26])([O-:25])=[O:24].[Mg+2:5].[N+:28]([O-:31])([O-:30])=[O:29] |f:0.1.2,4.5.6.7.8.9.10.11.12.13.14.15.16,18.19.20.21,22.23.24|. Reported procedure: An aqueous solution in which 3.75 kg of aluminum nitrate nonahydrate, 2.56 kg of magnesium nitrate and 540 g of 60% nitric acid were dissolved in 5.0 L of pure water was gradually dropped into 20.0 kg of a stirred silica sol solution having a colloidal particle diameter of from 10 to 20 nm held at 15° C. (Snowtex N-30 manufactured by Nissan Chemical Industries, Ltd. (SiO2 content: 30% by mass)) to obtain a mixed slurry of silica sol, aluminum nitrate and magnesium nitrate. Subsequently, the mixe...